This data is from the Open Reaction Database (ORD), a public repository of structured organic reaction records. The task is: describe an organic reaction: reactants, conditions, products, and yield Reactants: FC1=C(CN2C(=CC=3C2=CN=CC3)C(=O)OC)C=CC(=C1)I (methyl 1-(2-fluoro-4-iodo-benzyl)-1H-pyrrolo[2,3-c]pyridine-2-carboxylate), aqueous solution, [OH-].[Na+] (sodium hydroxide). The solvent is CO (methanol). The product is FC1=C(CN2C(=CC=3C2=CN=CC3)C(=O)[O-])C=CC(=C1)I.[Na+] (Sodium 1-(2-fluoro-4-iodo-benzyl)-1H-pyrrolo[2,3-c]pyridine-2-carboxylate). The yield is 109.7%. Reaction SMILES: [F:1][C:2]1[CH:21]=[C:20]([I:22])[CH:19]=[CH:18][C:3]=1[CH2:4][N:5]1[C:9]2=[CH:10][N:11]=[CH:12][CH:13]=[C:8]2[CH:7]=[C:6]1[C:14]([O:16]C)=[O:15].[OH-].[Na+:24]>CO>[F:1][C:2]1[CH:21]=[C:20]([I:22])[CH:19]=[CH:18][C:3]=1[CH2:4][N:5]1[C:9]2=[CH:10][N:11]=[CH:12][CH:13]=[C:8]2[CH:7]=[C:6]1[C:14]([O-:16])=[O:15].[Na+:24] |f:1.2,4.5|. Procedure: To a solution of methyl 1-(2-fluoro-4-iodo-benzyl)-1H-pyrrolo[2,3-c]pyridine-2-carboxylate (0.46 g, 1.09 mmol) in methanol (4 ml) was added 1M aqueous solution of sodium hydroxide (1.4 ml, 1.40 mmol) and the reaction was heated at reflux for 1.5 hours. The reaction mixture was concentrated in vacuo and azeotroped with toluene (15 ml), methanol (15 ml), toluene (15 ml) and dichloromethane to afford the crude title compound as a waxy white solid (0.50 g, quantitative yield). LCMS (method B): RT=2.... Yield: 25.0%. Procedure: Diisopropylethylamine (DIPEA, 0.23 ml, 1.3 mM) then 1-(3-dimethylaminopropyl)-3-ethyl-carbodiimide (EDC, 126 mg, 0.66 mM) were added to a solution of 2-dimethylaminoethylamine (0.57 ml, 0.53 mM) and 6-{[3,5-Di-(benzyloxy)benzoyl]amino}nicotinic acid (0.20 g, 0.44 mM) in dichloromethane (10 ml) under argon at ambient temperature. After 16 hours the reaction mixture was evaporated in vacuo and then chromatographed on SiO2 using a gradient elution of 10 to 25% methanol in dichloromethane. The fract... Run in ClCCl (dichloromethane). The reactants are C(C)(C)N(CC)C(C)C (Diisopropylethylamine), CN(CCCN=C=NCC)C (1-(3-dimethylaminopropyl)-3-ethyl-carbodiimide), CN(CCN)C (2-dimethylaminoethylamine), C(C1=CC=CC=C1)OC=1C=C(C(=O)NC2=NC=C(C(=O)O)C=C2)C=C(C1)OCC1=CC=CC=C1 (6-{[3,5-Di-(benzyloxy)benzoyl]amino}nicotinic acid). As a reaction SMILES: C(N(C(C)C)CC)(C)C.CN(C)CCCN=C=NCC.[CH3:21][N:22]([CH3:26])[CH2:23][CH2:24][NH2:25].[CH2:27]([O:34][C:35]1[CH:36]=[C:37]([CH:50]=[C:51]([O:53][CH2:54][C:55]2[CH:60]=[CH:59][CH:58]=[CH:57][CH:56]=2)[CH:52]=1)[C:38]([NH:40][C:41]1[CH:49]=[CH:48][C:44]([C:45](O)=[O:46])=[CH:43][N:42]=1)=[O:39])[C:28]1[CH:33]=[CH:32][CH:31]=[CH:30][CH:29]=1>ClCCl>[CH2:54]([O:53][C:51]1[CH:50]=[C:37]([CH:36]=[C:35]([O:34][CH2:27][C:28]2[CH:33]=[CH:32][CH:31]=[CH:30][CH:29]=2)[CH:52]=1)[C:38]([NH:40][C:41]1[CH:49]=[CH:48][C:44]([C:45]([NH:25][CH2:24][CH2:23][N:22]([CH3:26])[CH3:21])=[O:46])=[CH:43][N:42]=1)=[O:39])[C:55]1[CH:56]=[CH:57][CH:58]=[CH:59][CH:60]=1. The product is C(C1=CC=CC=C1)OC=1C=C(C(=O)NC2=NC=C(C(=O)NCCN(C)C)C=C2)C=C(C1)OCC1=CC=CC=C1 (6-{[3,5-Di-(benzyloxy)benzoyl]amino}-N-[2-(dimethylamino)ethyl]nicotinamide). The reactants are COC([C@H](CC1=C(C=C(C=C1)O)C)OCC)=O ((2S)-2-ethoxy-3-(4-hydroxy-2-methyl-phenyl)-propionic acid methyl ester), C([O-])([O-])=O.[Cs+].[Cs+] (cesium carbonate), ClCC=1N=C(SC1)C1=CC=C(C=C1)C(F)(F)F (4-chloromethyl-2-(4-trifluoromethyl-phenyl)-thiazole), FC(C1=CC=C(C(=S)N)C=C1)(F)F (4-trifluoromethyl-thiobenzamide), ClCC(=O)CCl (1,3-dichloroacetone), [I-].[K+] (potassium iodide). Product: COC([C@H](CC1=C(C=C(C=C1)OCC=1N=C(SC1)C1=CC=C(C=C1)C(F)(F)F)C)OCC)=O ((2S)-2-ethoxy-3-{2-methyl-4-[2-(4-trifluoromethyl-phenyl)-thiazol-4-ylmethoxy]-phenyl}-propionic acid methyl ester). RXN SMILES: [CH3:1][O:2][C:3](=[O:17])[C@@H:4]([O:14][CH2:15][CH3:16])[CH2:5][C:6]1[CH:11]=[CH:10][C:9]([OH:12])=[CH:8][C:7]=1[CH3:13].Cl[CH2:19][C:20]1[N:21]=[C:22]([C:25]2[CH:30]=[CH:29][C:28]([C:31]([F:34])([F:33])[F:32])=[CH:27][CH:26]=2)[S:23][CH:24]=1.FC(F)(F)C1C=CC(C(N)=S)=CC=1.ClCC(CCl)=O.C(=O)([O-])[O-].[Cs+].[Cs+].[I-].[K+]>>[CH3:1][O:2][C:3](=[O:17])[C@@H:4]([O:14][CH2:15][CH3:16])[CH2:5][C:6]1[CH:11]=[CH:10][C:9]([O:12][CH2:19][C:20]2[N:21]=[C:22]([C:25]3[CH:26]=[CH:27][C:28]([C:31]([F:34])([F:32])[F:33])=[CH:29][CH:30]=3)[S:23][CH:24]=2)=[CH:8][C:7]=1[CH3:13] |f:4.5.6,7.8|. Reported procedure: In analogy to the procedure described in example 14 b], (2S)-2-ethoxy-3-(4-hydroxy-2-methyl-phenyl)-propionic acid methyl ester (example 17 d]) was reacted with 4-chloromethyl-2-(4-trifluoromethyl-phenyl)-thiazole (prepared from 4-trifluoromethyl-thiobenzamide and 1,3-dichloroacetone in analogy to the procedure described in example 4 a]) in the presence of cesium carbonate and potassium iodide to yield (2S)-2-ethoxy-3-{2-methyl-4-[2-(4-trifluoromethyl-phenyl)-thiazol-4-ylmethoxy]-phenyl}-propion... Starting materials: O=C([O-])[O-], OCC1CO1, [K+], [K+], O=c1[nH]cnc2nc[nH]c12. Yields the product O=c1[nH]cnc2c1ncn2CC(O)CO. RXN SMILES: [C:16](=[O:17])([O-:18])[O-:19].[CH:11]1([CH2:12][OH:13])[CH2:14][O:15]1.[K+:20].[K+:21].[nH:1]1[cH:2][n:3][c:4]2[n:5][cH:6][nH:7][c:8]2[c:9]1=[O:10]>>[nH:1]1[cH:2][n:3][c:4]2[n:5]([CH2:14][CH:11]([CH2:12][OH:13])[OH:15])[cH:6][n:7][c:8]2[c:9]1=[O:10]. Reactants: N1(CCCC1)CC(C)N1C2=CC=CC=C2SC=2C=CC(=CC12)C(N)=S (10-[(2RS)-1-(1-pyrrolidinyl)-2-propyl]-2-phenothiazinecarbothioamide), C(CCCC)N (pentylamine), S (hydrogen sulphide). Solvent: C(C)O (ethanol). Reaction conditions: temperature 100 celsius. Yields the product C(CCCC)NC(=S)C1=CC=2N(C3=CC=CC=C3SC2C=C1)C(CN1CCCC1)C (N-Pentyl-10-[(2RS)-1-(1-pyrrolidinyl)-2-propyl]-2-phenothiazinecarbothioamide). Reaction SMILES: [N:1]1([CH2:6][CH:7]([N:9]2[C:22]3[CH:21]=[C:20]([C:23](=[S:25])[NH2:24])[CH:19]=[CH:18][C:17]=3[S:16][C:15]3[C:10]2=[CH:11][CH:12]=[CH:13][CH:14]=3)[CH3:8])[CH2:5][CH2:4][CH2:3][CH2:2]1.[CH2:26](N)[CH2:27][CH2:28][CH2:29][CH3:30].S>C(O)C>[CH2:26]([NH:24][C:23]([C:20]1[CH:19]=[CH:18][C:17]2[S:16][C:15]3[C:10](=[CH:11][CH:12]=[CH:13][CH:14]=3)[N:9]([CH:7]([CH3:8])[CH2:6][N:1]3[CH2:5][CH2:4][CH2:3][CH2:2]3)[C:22]=2[CH:21]=1)=[S:25])[CH2:27][CH2:28][CH2:29][CH3:30]. Procedure details: A suspension of 10-[(2RS)-1-(1-pyrrolidinyl)-2-propyl]-2-phenothiazinecarbothioamide (2 g) and pentylamine (3 cc) in absolute ethanol (30 cc) is saturated with hydrogen sulphide and then heated for 2 hours at a temperature in the region of 100° C. After cooling, the mixture is concentrated to dryness under reduced pressure (30 mm Hg; 4 kPa) at 40° C. The pasty residue is taken up with ethyl ether (50 cc) and distilled water (15 cc). The organic phase is separated, dried over potassium carbonate ... Starting materials: C1CCNC1, CCCCC(=O)Nc1nc2ccc(Cl)cc2nc1NC(=O)CCCC, C1CCOC1, O. Yields the product CCCCC(=O)Nc1nc2ccc(Cl)cc2nc1N. RXN SMILES: [CH2:26]1[CH2:27][NH:28][CH2:29][CH2:30]1.[Cl:1][c:2]1[cH:3][c:4]2[n:5][c:6]([NH:19][C:20](=[O:21])[CH2:22][CH2:23][CH2:24][CH3:25])[c:7]([NH:12][C:13]([CH2:14][CH2:15][CH2:16][CH3:17])=[O:18])[n:8][c:9]2[cH:10][cH:11]1.[O:31]1[CH2:32][CH2:33][CH2:34][CH2:35]1.[OH2:36]>>[Cl:1][c:2]1[cH:3][c:4]2[n:5][c:6]([NH2:19])[c:7]([NH:12][C:13]([CH2:14][CH2:15][CH2:16][CH3:17])=[O:18])[n:8][c:9]2[cH:10][cH:11]1. Reactants: C1(=CC=CC=C1)S(=O)(=O)C(C1=NC(=NO1)CN)(F)C1CC2=C(NC=3C=CC(=CC23)Cl)C1 ((RS,SR)-C-{5-[benzenesulfonyl-(7-chloro-1,2,3,4-tetrahydro-cyclopenta[b]indol-2-yl)-fluoro-methyl]-[1,2,4]oxadiazol-3-yl}-methylamine), C(=O)C1=CC=C(C(=O)OC)C=C1 (methyl 4-formylbenzoate), C(#N)[BH3-].[Na+] (sodium cyanoborohydride). Reagents/catalysts: C(C)(=O)O (acetic acid). Run in CO (MeOH). Conditions: temperature 0 celsius, time 20 minute. The product is COC(C1=CC=C(C=C1)CNCC1=NOC(=N1)C(F)(C1CC2=C(NC=3C=CC(=CC23)Cl)C1)S(=O)(=O)C1=CC=CC=C1)=O ((RS,SR)-4-[({5-[benzenesulfonyl-(7-chloro-1,2,3,4-tetrahydro-cyclopenta[b]indol-2-yl)-fluoro-methyl]-[1,2,4]oxadiazol-3-ylmethyl}-amino)-methyl]-benzoic acid methyl ester). Isolated yield 49.3%. As a reaction SMILES: [C:1]1([S:7]([C:10]([CH:19]2[CH2:31][C:22]3[NH:23][C:24]4[CH:25]=[CH:26][C:27]([Cl:30])=[CH:28][C:29]=4[C:21]=3[CH2:20]2)([F:18])[C:11]2[O:15][N:14]=[C:13]([CH2:16][NH2:17])[N:12]=2)(=[O:9])=[O:8])[CH:6]=[CH:5][CH:4]=[CH:3][CH:2]=1.[CH:32]([C:34]1[CH:43]=[CH:42][C:37]([C:38]([O:40][CH3:41])=[O:39])=[CH:36][CH:35]=1)=O.C([BH3-])#N.[Na+]>CO.C(O)(=O)C>[CH3:41][O:40][C:38](=[O:39])[C:37]1[CH:42]=[CH:43][C:34]([CH2:32][NH:17][CH2:16][C:13]2[N:12]=[C:11]([C:10]([S:7]([C:1]3[CH:2]=[CH:3][CH:4]=[CH:5][CH:6]=3)(=[O:9])=[O:8])([CH:19]3[CH2:31][C:22]4[NH:23][C:24]5[CH:25]=[CH:26][C:27]([Cl:30])=[CH:28][C:29]=5[C:21]=4[CH2:20]3)[F:18])[O:15][N:14]=2)=[CH:35][CH:36]=1 |f:2.3|. Procedure: To a stirred solution of 50 mg (0.1 mmol) of (RS,SR)-C-{5-[benzenesulfonyl-(7-chloro-1,2,3,4-tetrahydro-cyclopenta[b]indol-2-yl)-fluoro-methyl]-[1,2,4]oxadiazol-3-yl}-methylamine in 5 mL MeOH at 0° C. was added 19 mg (0.1 mmol, 1 eq) of methyl 4-formylbenzoate, 7 mg (0.1 mmol, leg) sodium cyanoborohydride and one drop of acetic acid. The reaction mixture was stirred at 0° C. for 20 minutes and then the temperature was raised to RT and the reaction quenched with saturated aqueous solution of NaHC... Reactants: C(C)(C)(C)OC(C(C)(C)SC=1SC=C(N1)CCNCCCCCCC)=O (2-({4-[2-(heptylamino)ethyl]-1,3-thiazol-2-yl}thio)-2-methylpropionic acid tert-butyl ester), FC(C(=O)O)(F)F (trifluoroacetic acid), ClC=1OC=2C(=NC=CC2)N1 (2-chloro[1,3]oxazolo[4,5-b]pyridine). Solvent: ClCCl (dichloromethane). Run at time 12 hour. Product: FC(C(=O)O)(F)F.C(CCCCCC)N(CCC=1N=C(SC1)SC(C(=O)O)(C)C)C=1OC=2C(=NC=CC2)N1 (2-[(4-{2-[heptyl([1,3]oxazolo[4,5-b]pyridin-2-yl)amino]ethyl}-1,3-thiazol-2-yl)thio]-2-methylpropionic acid trifluoroacetate). As a reaction SMILES: C([O:5][C:6](=[O:26])[C:7]([S:10][C:11]1[S:12][CH:13]=[C:14]([CH2:16][CH2:17][NH:18][CH2:19][CH2:20][CH2:21][CH2:22][CH2:23][CH2:24][CH3:25])[N:15]=1)([CH3:9])[CH3:8])(C)(C)C.Cl[C:28]1[O:29][C:30]2[C:31]([N:36]=1)=[N:32][CH:33]=[CH:34][CH:35]=2.[F:37][C:38]([F:43])([F:42])[C:39]([OH:41])=[O:40]>ClCCl>[F:37][C:38]([F:43])([F:42])[C:39]([OH:41])=[O:40].[CH2:19]([N:18]([C:28]1[O:29][C:30]2[C:31]([N:36]=1)=[N:32][CH:33]=[CH:34][CH:35]=2)[CH2:17][CH2:16][C:14]1[N:15]=[C:11]([S:10][C:7]([CH3:8])([CH3:9])[C:6]([OH:5])=[O:26])[S:12][CH:13]=1)[CH2:20][CH2:21][CH2:22][CH2:23][CH2:24][CH3:25] |f:4.5|. Reported procedure: A compound obtained using 2-({4-[2-(heptylamino)ethyl]-1,3-thiazol-2-yl}thio)-2-methylpropionic acid tert-butyl ester synthesized in Example 303-2 and 2-chloro[1,3]oxazolo[4,5-b]pyridine as starting materials and by an operation similar to that of Example 303-3 was treated with dichloromethane and trifluoroacetic acid, and the mixture was stirred at room temperature for 12 hr. The reaction solution was concentrated under reduced pressure to give the title compound. Starting materials: CC1=CC=C(CN2C(C=C(C3=CC(=CC=C23)C)C(C(=O)OCC)C)=O)C=C1 (ethyl α-[1-(4-methylbenzyl)-6-methyl-1,2-dihydro-2-oxoquinol-4-yl]propionate), [OH-].[K+] (potassium hydroxide), O (water), Cl (hydrochloric acid). Solvent: C(C)O (ethanol). The product is CC1=CC=C(CN2C(C=C(C3=CC(=CC=C23)C)C(C(=O)O)C)=O)C=C1 (α-[1-(4-methylbenzyl)-6-methyl-1,2-dihydro-2-oxoquinol-4-yl]propionic acid). RXN SMILES: [CH3:1][C:2]1[CH:27]=[CH:26][C:5]([CH2:6][N:7]2[C:16]3[C:11](=[CH:12][C:13]([CH3:17])=[CH:14][CH:15]=3)[C:10]([CH:18]([CH3:24])[C:19]([O:21]CC)=[O:20])=[CH:9][C:8]2=[O:25])=[CH:4][CH:3]=1.[OH-].[K+].O.Cl>C(O)C>[CH3:1][C:2]1[CH:27]=[CH:26][C:5]([CH2:6][N:7]2[C:16]3[C:11](=[CH:12][C:13]([CH3:17])=[CH:14][CH:15]=3)[C:10]([CH:18]([CH3:24])[C:19]([OH:21])=[O:20])=[CH:9][C:8]2=[O:25])=[CH:4][CH:3]=1 |f:1.2|. Reported procedure: A solution of ethyl α-[1-(4-methylbenzyl)-6-methyl-1,2-dihydro-2-oxoquinol-4-yl]propionate (0.1 g.) in ethanol (2.0 ml.), containing potassium hydroxide (0.07 g.) and water (0.2 ml.), was heated under reflux for 2 hours. The ethanol was then removed in vacuo and the residue was dissolved in water (10 ml.). The solution obtained was acidified, by addition of 5N-hydrochloric acid, to give a creamy solid, which was separated by filtration, washed with water and air dried to give α-[1-(4-methylbenzy... The reactants are ClC1=CC=CC2=C1C(N1[C@H](C=3N2C=NC3C(=O)OCC)CC1)=O (ethyl (S)-8-chloro-12,12a-dihydro-9-oxo-9H,11H-azeto[2,1-c]imidazo[1,5-a][1,4]benzodiazepine-1-carboxylate), [C-]#N.[K+] (potassium cyanide), OCC1CC1 (hydroxymethyl-cyclopropane). Conditions: time 5 hour. Product: ClC1=CC=CC2=C1C(N1[C@H](C=3N2C=NC3C(=O)OCC3CC3)CC1)=O (cyclopropylmethyl (S)-8-chloro-12,12a-dihydro-9-oxo-9H,11H-azeto[2,1-c]imidazo[1,5-a][1,4]benzodiazepine-1-carboxylate). Reaction SMILES: [Cl:1][C:2]1[C:7]2[C:8](=[O:23])[N:9]3[CH2:22][CH2:21][C@H:10]3[C:11]3[N:12]([CH:13]=[N:14][C:15]=3[C:16]([O:18][CH2:19][CH3:20])=[O:17])[C:6]=2[CH:5]=[CH:4][CH:3]=1.[C-]#N.[K+].O[CH2:28][CH:29]1CC1>>[Cl:1][C:2]1[C:7]2[C:8](=[O:23])[N:9]3[CH2:22][CH2:21][C@H:10]3[C:11]3[N:12]([CH:13]=[N:14][C:15]=3[C:16]([O:18][CH2:19][CH:20]3[CH2:29][CH2:28]3)=[O:17])[C:6]=2[CH:5]=[CH:4][CH:3]=1 |f:1.2|. Procedure details: A mixture of 8.0 g (24 mmol) of ethyl (S)-8-chloro-12,12a-dihydro-9-oxo-9H,11H-azeto[2,1-c]imidazo[1,5-a][1,4]benzodiazepine-1-carboxylate, 0.5 g (7.7 mmol) of potassium cyanide and 60 ml of hydroxymethyl-cyclopropane is stirred at 130° for 5 hours, during this time a small amount of solvent being distilled off four times by the application of a slight vacuum. The mixture is subsequently evaporated in vacuo, the residue is partitioned between water and methylene chloride and the aqueous phase is...